This data is from the Open Reaction Database (ORD), a public repository of structured organic reaction records. The task is: describe an organic reaction: reactants, conditions, products, and yield Reactants: C(C1=CC=CC=C1)(=O)OC(C(C)=O)C (3-benzoyloxybutan-2-one), COC(N(C)C)OC (dimethylformamide dimethylacetal). Reaction conditions: time 8 hour. Yields the product C(C1=CC=CC=C1)(=O)OC(C(C=CN(C)C)=O)C (4-benzoyloxy-1-dimethylamino-1-penten-3-one). Reaction SMILES: [C:1]([O:9][CH:10]([CH3:14])[C:11](=[O:13])[CH3:12])(=[O:8])[C:2]1[CH:7]=[CH:6][CH:5]=[CH:4][CH:3]=1.CO[CH:17](OC)[N:18]([CH3:20])[CH3:19]>>[C:1]([O:9][CH:10]([CH3:14])[C:11](=[O:13])[CH:12]=[CH:17][N:18]([CH3:20])[CH3:19])(=[O:8])[C:2]1[CH:7]=[CH:6][CH:5]=[CH:4][CH:3]=1. Procedure details: A mixture of 3-benzoyloxybutan-2-one (15.5 g) and dimethylformamide dimethylacetal (14.4 g) was heated on a steam bath for 2 hours 30 minutes. The solvent was removed from the mixture under reduced pressure. Petroleum ether (b.p. 60°-80° C.) was added to the residue, with shaking and the ether layer separated from an insoluble red oil. Further petroleum ether was added to the oil with shaking and excess ether was removed under reduced pressure to give a red-brown oil which partially crystallised... The reactants are CCOC(=O)C[SH](Cc1c[nH]cn1)c1ccc(C#N)cc1, CN(C)C=O, CCN(C(C)C)C(C)C, ClC(c1ccccc1)(c1ccccc1)c1ccccc1. The product is CCOC(=O)C[SH](Cc1cn(C(c2ccccc2)(c2ccccc2)c2ccccc2)cn1)c1ccc(C#N)cc1. As a reaction SMILES: [C:30](#[N:31])[c:32]1[cH:33][cH:34][c:35]([SH:38]([CH2:39][c:40]2[n:41][cH:42][nH:43][cH:44]2)[CH2:45][C:46](=[O:47])[O:48][CH2:49][CH3:50])[cH:36][cH:37]1.[CH3:51][N:52]([CH3:53])[CH:54]=[O:55].[CH:21]([N:22]([CH:23]([CH3:24])[CH3:25])[CH2:26][CH3:27])([CH3:28])[CH3:29].[c:1]1([C:7]([c:8]2[cH:9][cH:10][cH:11][cH:12][cH:13]2)([c:14]2[cH:15][cH:16][cH:17][cH:18][cH:19]2)[Cl:20])[cH:2][cH:3][cH:4][cH:5][cH:6]1>>[c:1]1([C:7]([c:8]2[cH:9][cH:10][cH:11][cH:12][cH:13]2)([c:14]2[cH:15][cH:16][cH:17][cH:18][cH:19]2)[n:43]2[cH:42][n:41][c:40]([CH2:39][SH:38]([c:35]3[cH:34][cH:33][c:32]([C:30]#[N:31])[cH:37][cH:36]3)[CH2:45][C:46](=[O:47])[O:48][CH2:49][CH3:50])[cH:44]2)[cH:2][cH:3][cH:4][cH:5][cH:6]1. The reactants are CCOC(=O)c1cnc2c(OC)c(Cl)cc(Cl)c2c1Cl, C1COCCO1, CC(=O)O, CCOC(C)=O, [Zn]. The product is CCOC(=O)c1cnc2c(OC)c(Cl)cc(Cl)c2c1. RXN SMILES: [CH2:1]([CH3:2])[O:3][C:4](=[O:5])[c:6]1[cH:7][n:8][c:9]2[c:10]([O:19][CH3:20])[c:11]([Cl:18])[cH:12][c:13]([Cl:17])[c:14]2[c:15]1[Cl:16].[CH2:31]1[O:32][CH2:33][CH2:34][O:35][CH2:36]1.[CH3:21][C:22](=[O:23])[OH:24].[CH3:25][CH2:26][O:27][C:28](=[O:29])[CH3:30].[Zn:37]>>[CH2:1]([CH3:2])[O:3][C:4](=[O:5])[c:6]1[cH:7][n:8][c:9]2[c:10]([O:19][CH3:20])[c:11]([Cl:18])[cH:12][c:13]([Cl:17])[c:14]2[cH:15]1. Reactants: CC1=C(C(=CC=C1)C)CC#N (2,6-dimethyl-phenyl-acetonitrile), NCC(C)N (1,2-diaminopropane). Yields the product CC1=C(CC=2NC(CN2)C)C(=CC=C1)C (rac-2-(2,6-Dimethyl-benzyl)-5-methyl-4,5-dihydro-1H-imidazole). Reaction SMILES: [CH3:1][C:2]1[CH:7]=[CH:6][CH:5]=[C:4]([CH3:8])[C:3]=1[CH2:9][C:10]#[N:11].[NH2:12][CH2:13][CH:14](N)[CH3:15]>>[CH3:1][C:2]1[CH:7]=[CH:6][CH:5]=[C:4]([CH3:8])[C:3]=1[CH2:9][C:10]1[NH:11][CH:14]([CH3:15])[CH2:13][N:12]=1. Procedure details: rac-2-(2,6-Dimethyl-benzyl)-5-methyl-4,5-dihydro-1H-imidazole was prepared from 2,6-dimethyl-phenyl-acetonitrile and 1,2-diaminopropane in analogy to Example 19 b): orange powder; MS (EI): 202.3 (M+.). Starting materials: O=S(=O)(Cl)c1ccc(Br)cc1, CN(C)CCN. The product is CN(C)CCNS(=O)(=O)c1ccc(Br)cc1. RXN SMILES: [Br:1][c:2]1[cH:3][cH:4][c:5]([S:8](=[O:9])(=[O:10])[Cl:11])[cH:6][cH:7]1.[CH3:12][N:13]([CH2:14][CH2:15][NH2:16])[CH3:17]>>[Br:1][c:2]1[cH:3][cH:4][c:5]([S:8](=[O:9])(=[O:10])[NH:16][CH2:15][CH2:14][N:13]([CH3:12])[CH3:17])[cH:6][cH:7]1. Starting materials: C(C)(=O)OC=1C(=CC(=CC1)CC=C)OC (eugenol acetate), C(CCCCCCC\C=C/CCCCCCCC)(=O)OC=1C(=CC(=CC1)CC=C)OC (eugenol oleate). Product: COC=1C=C(C=CC1O)/C=C/C=O (coniferyl aldehyde). Isolated yield 58.0%. Reaction SMILES: C([O:4][C:5]1[C:6]([O:14][CH3:15])=[CH:7][C:8]([CH2:11][CH:12]=[CH2:13])=[CH:9][CH:10]=1)(=O)C.C(OC1C(OC)=CC(CC=C)=CC=1)(=[O:34])CCCCCCC/C=C\CCCCCCCC>>[CH3:15][O:14][C:6]1[CH:7]=[C:8](/[CH:11]=[CH:12]/[CH:13]=[O:34])[CH:9]=[CH:10][C:5]=1[OH:4]. Procedure details: If the procedure of Example 1 is followed, but 25 ppm of eugenol acetate are employed as inductor in place of eugenol oleate, and if the fungus Fusarium moniliforme DSM 764 is used, 252 mg of coniferyl aldehyde (58% of theory) are obtained.